From a dataset of the Open Reaction Database (ORD), a public repository of structured organic reaction records. describe an organic reaction: reactants, conditions, products, and yield The product is C(C)OC(CNC(=S)N1CCN(CC1)C1=CC(=NC2=CC(=CC=C12)Cl)N)=O ([[[4-(2-Amino-7-chloro-4-quinolinyl)-1-piperazinyl]carbonothioyl]amino]-acetic acid-ethyl ester). Procedure details: As described for example 159, 7-chloro-4-(1-piperazinyl)-2-quinolinamine, isothiocyanato-acetic acid-ethy ester, and diisopropylethyl amine, are reacted to give the product as a white solid. LC-MS: 407 (M++1). 1H NMR (DMSO-d6): δ 1.16 (t, 3H), 3.05 (br.s, 4H), 4.01 (br.s, 4H), 4.06 (q, 2H), 4.20 (d, 2H), 6.24 (s, 1H), 6.47 (br.s, 2H), 7.08 (dd, 1H), 7.36 (d, 1H), 7.76 (d, 1H), 8.23 (dd, 1H). Reactants: ClC1=CC=C2C(=CC(=NC2=C1)N)N1CCNCC1 (7-chloro-4-(1-piperazinyl)-2-quinolinamine), C(C)OC(CN=C=S)=O (isothiocyanato-acetic acid-ethy ester), C(C)(C)N(CC)C(C)C (diisopropylethyl amine). As a reaction SMILES: [Cl:1][C:2]1[CH:11]=[C:10]2[C:5]([C:6]([N:13]3[CH2:18][CH2:17][NH:16][CH2:15][CH2:14]3)=[CH:7][C:8]([NH2:12])=[N:9]2)=[CH:4][CH:3]=1.[CH2:19]([O:21][C:22](=[O:27])[CH2:23][N:24]=[C:25]=[S:26])[CH3:20].C(N(C(C)C)CC)(C)C>>[CH2:19]([O:21][C:22](=[O:27])[CH2:23][NH:24][C:25]([N:16]1[CH2:17][CH2:18][N:13]([C:6]2[C:5]3[C:10](=[CH:11][C:2]([Cl:1])=[CH:3][CH:4]=3)[N:9]=[C:8]([NH2:12])[CH:7]=2)[CH2:14][CH2:15]1)=[S:26])[CH3:20].